This data is from the Open Reaction Database (ORD), a public repository of structured organic reaction records. The task is: describe an organic reaction: reactants, conditions, products, and yield Reactants: ClCCl, COc1cc(CO)ccc1Cc1c(C)nc(N)nc1Cl, O=S(Cl)Cl. Product: COc1cc(CCl)ccc1Cc1c(C)nc(N)nc1Cl. RXN SMILES: [Cl:25][CH2:26][Cl:27].[NH2:5][c:6]1[n:7][c:8]([CH3:24])[c:9]([CH2:13][c:14]2[c:15]([O:22][CH3:23])[cH:16][c:17]([CH2:20][OH:21])[cH:18][cH:19]2)[c:10]([Cl:12])[n:11]1.[S:1]([Cl:2])([Cl:3])=[O:4]>>[Cl:3][CH2:20][c:17]1[cH:16][c:15]([O:22][CH3:23])[c:14]([CH2:13][c:9]2[c:8]([CH3:24])[n:7][c:6]([NH2:5])[n:11][c:10]2[Cl:12])[cH:19][cH:18]1. The reactants are C(C)(=O)OCC (Ethyl acetate), O=P12OP3(=O)OP(=O)(O1)OP(=O)(O2)O3 (Phosphorus pentoxide), [OH-].[Na+] (sodium hydroxide), FC(C1=CC=C(C=C1)N[C@@H](CC(=O)O)CC)(F)F ((R)-3-(4-Trifluoromethyl-phenylamino)-valeric acid). The solvent is CS(=O)(=O)O (methanesulfonic acid). Conditions: temperature 70 celsius, time 3.5 hour. Product: C(C)[C@H]1NC2=CC=C(C=C2C(C1)=O)C(F)(F)F ((R)-2-Ethyl-6-trifluoromethyl-2,3-dihydro-1H-quinolin-4-one). The yield is 44.0%. RXN SMILES: O=P12OP3(OP(OP(O3)(O1)=O)(=O)O2)=O.[F:15][C:16]([F:32])([F:31])[C:17]1[CH:22]=[CH:21][C:20]([NH:23][C@H:24]([CH2:29][CH3:30])[CH2:25][C:26]([OH:28])=O)=[CH:19][CH:18]=1.[OH-].[Na+].C(OCC)(=O)C>CS(O)(=O)=O>[CH2:29]([C@@H:24]1[CH2:25][C:26](=[O:28])[C:19]2[C:20](=[CH:21][CH:22]=[C:17]([C:16]([F:15])([F:32])[F:31])[CH:18]=2)[NH:23]1)[CH3:30] |f:2.3|. Procedure: Phosphorus pentoxide (600 g) was dissolved in methanesulfonic acid (6.0 liter) at below 40° C., the solution was added to the compound (1200 g) obtained in Example 1 (1) above and the mixture was stirred under nitrogen atmosphere at 65-75° C. for 3-4 hours. When the reaction was completed, the reaction mixture was cooled, 12N sodium hydroxide aqueous solution was added dropwise thereto at below 40° C. and the mixture was adjusted to pH 10-12. Ethyl acetate (6.0 liter) was added and the mixture w... Starting materials: CCCCBr, Cc1cc(N2CCCC2=O)ccc1-c1ccc(C(=O)N2CCc3cc4c(cc32)C2(CCNCC2)CO4)cc1, CC(C)=O, Cl. Product: CCCCN1CCC2(CC1)COc1cc3c(cc12)N(C(=O)c1ccc(-c2ccc(N4CCCC4=O)cc2C)cc1)CC3. RXN SMILES: [Br:39][CH2:40][CH2:41][CH2:42][CH3:43].[CH3:1][c:2]1[c:3](-[c:14]2[cH:15][cH:16][c:17]([C:20](=[O:21])[N:22]3[CH2:23][CH2:24][c:25]4[cH:26][c:27]5[c:28]([cH:29][c:30]43)[C:31]3([CH2:32][O:33]5)[CH2:34][CH2:35][NH:36][CH2:37][CH2:38]3)[cH:18][cH:19]2)[cH:4][cH:5][c:6]([N:8]2[C:9](=[O:13])[CH2:10][CH2:11][CH2:12]2)[cH:7]1.[CH3:45][C:46](=[O:47])[CH3:48].[ClH:44]>>[CH3:1][c:2]1[c:3](-[c:14]2[cH:15][cH:16][c:17]([C:20](=[O:21])[N:22]3[CH2:23][CH2:24][c:25]4[cH:26][c:27]5[c:28]([cH:29][c:30]43)[C:31]3([CH2:32][O:33]5)[CH2:34][CH2:35][N:36]([CH2:40][CH2:41][CH2:42][CH3:43])[CH2:37][CH2:38]3)[cH:18][cH:19]2)[cH:4][cH:5][c:6]([N:8]2[C:9](=[O:13])[CH2:10][CH2:11][CH2:12]2)[cH:7]1. The reactants are C(#N)C1=CC=C(C(=O)O)C=C1 (4-cyano-benzoic acid), COC1=CC(=C(C=C1)N)N (4-methoxy-o-phenylenediamine). Yields the product NCC1=CC=C(C(=O)NC2=C(C=C(C=C2)OC)N)C=C1 (4-(aminomethyl)-N-(2-amino-4-methoxyphenyl)benzamide). Isolated yield 35.4%. RXN SMILES: [C:1]([C:3]1[CH:11]=[CH:10][C:6]([C:7]([OH:9])=O)=[CH:5][CH:4]=1)#[N:2].[CH3:12][O:13][C:14]1[CH:19]=[CH:18][C:17]([NH2:20])=[C:16]([NH2:21])[CH:15]=1>>[NH2:2][CH2:1][C:3]1[CH:4]=[CH:5][C:6]([C:7]([NH:20][C:17]2[CH:18]=[CH:19][C:14]([O:13][CH3:12])=[CH:15][C:16]=2[NH2:21])=[O:9])=[CH:10][CH:11]=1. Reported procedure: The title compound (192 mg, 71% yield) was prepared as a grey solid from 4-cyano-benzoic acid (294 mg, 2 mmol) and 4-methoxy-o-phenylenediamine (331 mg, 2.4 mmol) by an analogous procedure to that described in example 8. LC-MS (m/z) 272 (M+1).